The task is: describe an organic reaction: reactants, conditions, products, and yield. This data is from the Open Reaction Database (ORD), a public repository of structured organic reaction records. The reactants are ClC1=CC=C2C=C(N(C2=N1)CC#N)C(=O)OCC (ethyl 6-chloro1-(cyanomethyl)-7-azaindole-2-carboxylate), [H-].[Al+3].[Li+].[H-].[H-].[H-] (lithium aluminium hydride), O.O.O.O.O.O.O.O.O.O.S(=O)(=O)([O-])[O-].[Na+].[Na+] (sodium sulfate decahydrate). The solvent is CCOCC (ether). Conditions: time 30 minute. Product: ClC=1C=CC=2C=C3N(C2N1)CCNC3 (7-Chloro-1,2,3,4-tetrahydro-6-aza-pyrazino[1,2-a]indole). The yield is 28.3%. Reaction SMILES: [H-].[Al+3].[Li+].[H-].[H-].[H-].[Cl:7][C:8]1[N:16]=[C:15]2[C:11]([CH:12]=[C:13]([C:20](OCC)=O)[N:14]2[CH2:17][C:18]#[N:19])=[CH:10][CH:9]=1.O.O.O.O.O.O.O.O.O.O.S([O-])([O-])(=O)=O.[Na+].[Na+]>CCOCC>[Cl:7][C:8]1[CH:9]=[CH:10][C:11]2[CH:12]=[C:13]3[CH2:20][NH:19][CH2:18][CH2:17][N:14]3[C:15]=2[N:16]=1 |f:0.1.2.3.4.5,7.8.9.10.11.12.13.14.15.16.17.18.19|. Procedure details: To a stirred suspension of lithium aluminium hydride (0.16 g, 4.2 mmol) in ether (20 mL) at 0° C. under Ar was added ethyl 6-chloro1-(cyanomethyl)-7-azaindole-2-carboxylate (0.45 g, 1.7 mmol). The mixture was heated under refux for 18 h, cooled to room temperature and treated with sodium sulfate decahydrate (2.8 g, 8.4 mmol). The mixture was stirred for 30 min, filtered through kieselguhr, concentrated in vacuo and purified by column chromatography [SiO2; ethyl acetate-methanol (9:1)] to give th... The reactants are CCc1nn2c(Br)cccc2c1[N+](=O)[O-], CC(=O)[O-], CC(=O)[O-], COCc1cc(OC)c(OB(O)O)c(OC)c1, CCOC(C)=O, COCCOC, [K+], [K+], [K+], O, O, O=P([O-])([O-])[O-], [Pd+2], c1ccc(P(c2ccccc2)c2ccccc2)cc1. The product is CCc1nn2c(-c3c(OC)cc(COC)cc3OC)cccc2c1[N+](=O)[O-]. RXN SMILES: [Br:1][c:2]1[cH:3][cH:4][cH:5][c:6]2[n:7]1[n:8][c:9]([CH2:14][CH3:15])[c:10]2[N+:11](=[O:12])[O-:13].[C:61]([O-:62])(=[O:63])[CH3:64].[C:66]([O-:67])(=[O:68])[CH3:69].[CH3:16][O:17][c:18]1[c:19]([O:29][B:30]([OH:31])[OH:32])[c:20]([O:27][CH3:28])[cH:21][c:22]([CH2:24][O:25][CH3:26])[cH:23]1.[CH3:71][CH2:72][O:73][C:74](=[O:75])[CH3:76].[CH3:77][O:78][CH2:79][CH2:80][O:81][CH3:82].[K+:58].[K+:59].[K+:60].[OH2:52].[OH2:70].[P:53]([O-:54])([O-:55])([O-:56])=[O:57].[Pd+2:65].[c:33]1([P:34]([c:35]2[cH:36][cH:37][cH:38][cH:39][cH:40]2)[c:41]2[cH:42][cH:43][cH:44][cH:45][cH:46]2)[cH:47][cH:48][cH:49][cH:50][cH:51]1>>[c:2]1(-[c:19]2[c:18]([O:17][CH3:16])[cH:23][c:22]([CH2:24][O:25][CH3:26])[cH:21][c:20]2[O:27][CH3:28])[cH:3][cH:4][cH:5][c:6]2[n:7]1[n:8][c:9]([CH2:14][CH3:15])[c:10]2[N+:11](=[O:12])[O-:13]. Reactants: C(=O)=O (dry ice), C=C1CCCCC1 (methylenecyclohexane), C(C=O)(=O)OC (methyl glyoxylate), powder, 4A, C(O)([O-])=O.[Na+] (sodium hydrogen-carbonate). Reagents/catalysts: C(C)(C)O[Ti](Br)(Br)OC(C)C (diisopropoxydibromotitanium), C1=CC=C2C(=C1)C=CC(=C2C3=C(C=CC4=CC=CC=C43)O)O ((R)-binaphthol). The solvent is C1(=CC=CC=C1)C (toluene), CC(=O)C (acetone), C(Cl)Cl (methylene chloride). Conditions: time 1 hour. Yields the product O[C@H](C(=O)OC)CC1=CCCCC1 (methyl (S)-2- hydroxy-3-(1-cyclohexenyl)propionate). Yield: 86.8%. RXN SMILES: C(=O)=O.[CH2:4]=[C:5]1[CH2:10][CH2:9][CH2:8][CH2:7][CH2:6]1.[C:11]([O:15][CH3:16])(=[O:14])[CH:12]=[O:13].C(=O)([O-])O.[Na+]>C1(C)C=CC=CC=1.C(O[Ti](OC(C)C)(Br)Br)(C)C.C1C=C2C=CC(O)=C(C3C4C(=CC=CC=4)C=CC=3O)C2=CC=1.CC(C)=O.C(Cl)Cl>[OH:13][C@@H:12]([CH2:4][C:5]1[CH2:10][CH2:9][CH2:8][CH2:7][CH:6]=1)[C:11]([O:15][CH3:16])=[O:14] |f:3.4|. Reported procedure: Into a 25-ml flask was placed 0.5 g of a powder of Molecular Sieves® 4A (manufactured by Aldrich Corp.), and the air in the flask was thoroughly displaced by argon. Then, 5 ml of methylene chloride was added thereto, and 0.16 ml (0.05 mmole) of the diisopropoxydibromotitanium solution in toluene as prepared above and 14.3 mg (0.05 mmole) of (R)-binaphthol were further added. The mixture was stirred at room temperature for 1 hour to prepare an (R)-binaphtholdibromotitanium complex. This solution ... The reactants are [Cl-].C[N+]1(CCCC1)COC (N-Methyl-N-Methoxymethylpyrrolidinium Chloride), [H+].[B-](F)(F)(F)F (HBF4). The solvent is CO (MeOH), CO (methanol). The product is F[B-](F)(F)F.C[N+]1(CCCC1)COC (N-Methyl-N-Methoxymethylpyrrolidinium Tetrafluoroborate). Reaction SMILES: [Cl-].[CH3:2][N+:3]1([CH2:8][O:9][CH3:10])[CH2:7][CH2:6][CH2:5][CH2:4]1.[H+].[B-:12]([F:16])([F:15])([F:14])[F:13]>CO>[F:13][B-:12]([F:16])([F:15])[F:14].[CH3:2][N+:3]1([CH2:8][O:9][CH3:10])[CH2:7][CH2:6][CH2:5][CH2:4]1 |f:0.1,2.3,5.6|. Procedure: A 15.0 g quantity of the N-methyl-N-methoxymethylpyrrolidinium chloride (N-methoxymethyl-N-methylpyrrolidinium chloride) prepared in Example 1 was dissolved in 35 g of MeOH, and 27.83 g of methanol solution of 30% HBF4 was added to the solution. Hydrogen chloride and an excess of HBF4 were removed from the mixture in a vacuum to obtain 19.6 g of the desired product (pale yellow liquid). Starting materials: C(C=C)ON(S(=O)(=O)C1=C(C=CC=C1)[N+](=O)[O-])[C@@H]1C(=C[C@H](N(C1)C(=O)OC(C)(C)C)C(N)=O)C ((2S,5R)-tert-butyl 5-(N-(allyloxy)-2-nitrophenylsulfonamido)-2-carbamoyl-4-methyl-5,6-dihydropyridine-1(2H)-carboxylate), C(C=C)ON(S(=O)(=O)C1=C(C=CC=C1)[N+](=O)[O-])[C@@H]1C(=C[C@H](N(C1)C(=O)OC(C)(C)C)C(=O)O)C(C)C ((2S,5R)-5-(N-(allyloxy)-2-nitrophenylsulfonamido)-1-(tert-butoxycarbonyl)-4-isopropyl-1,2,5,6-tetrahydropyridine-2-carboxylic acid), C(C=C)ON(S(=O)(=O)C1=C(C=CC=C1)[N+](=O)[O-])[C@@H]1C(=C[C@H](N(C1)C(=O)OC(C)(C)C)C(=O)O)C(C)C ((2S,5R)-5-(N-(allyloxy)-2-nitrophenylsulfonamido)-1-(tert-butoxycarbonyl)-4-isopropyl-1,2,5,6-tetrahydropyridine-2-carboxylic acid). Yields the product C(C=C)ON(S(=O)(=O)C1=C(C=CC=C1)[N+](=O)[O-])[C@@H]1C(=C[C@H](N(C1)C(=O)OC(C)(C)C)C(N)=O)C(C)C ((2S,5R)-tert-butyl 5-(N-(allyloxy)-2-nitrophenylsulfonamido)-2-carbamoyl-4-isopropyl-5,6-dihydropyridine-1(2H)-carboxylate), solid. Isolated yield 51.0%. Reaction SMILES: [CH2:1]([O:4][N:5]([C@H:18]1[CH2:23][N:22]([C:24]([O:26][C:27]([CH3:30])([CH3:29])[CH3:28])=[O:25])[C@H:21]([C:31](O)=[O:32])[CH:20]=[C:19]1[CH:34]([CH3:36])[CH3:35])[S:6]([C:9]1[CH:14]=[CH:13][CH:12]=[CH:11][C:10]=1[N+:15]([O-:17])=[O:16])(=[O:8])=[O:7])[CH:2]=[CH2:3].C(O[N:41]([C@H]1CN(C(OC(C)(C)C)=O)[C@H](C(=O)N)C=C1C)S(C1C=CC=CC=1[N+]([O-])=O)(=O)=O)C=C>>[CH2:1]([O:4][N:5]([C@H:18]1[CH2:23][N:22]([C:24]([O:26][C:27]([CH3:29])([CH3:28])[CH3:30])=[O:25])[C@H:21]([C:31](=[O:32])[NH2:41])[CH:20]=[C:19]1[CH:34]([CH3:36])[CH3:35])[S:6]([C:9]1[CH:14]=[CH:13][CH:12]=[CH:11][C:10]=1[N+:15]([O-:17])=[O:16])(=[O:7])=[O:8])[CH:2]=[CH2:3]. Reported procedure: The title compound was prepared from (2S,5R)-5-(N-(allyloxy)-2-nitrophenylsulfonamido)-1-(tert-butoxycarbonyl)-4-isopropyl-1,2,5,6-tetrahydropyridine-2-carboxylic acid (Intermediate 39, 0.65 g, 1.24 mmol) following the procedure described for Intermediate 20. The desired product was obtained as an off-white solid (0.322 g, 51%). Reactants: [Na] (sodium), ClC1=CC=C(C=C1)N=C=S (4-chlorophenyl isothiocyanate), CC(=O)C (acetone), CC(=O)C (acetone), Cl.C(CCCCC)(=N)N (hexanamidine hydrochloride). Solvent: C1=CC=CC=C1.CCCCC (benzene n-pentane). Yields the product ClC1=CC=C(C=C1)NC(=S)NC(CCCCC)=N (1-(4-chlorophenyl)-3-(hexanimidoyl)-2-thiourea). RXN SMILES: [Na].CC(C)=O.Cl.[C:7]([NH2:14])(=[NH:13])[CH2:8][CH2:9][CH2:10][CH2:11][CH3:12].[Cl:15][C:16]1[CH:21]=[CH:20][C:19]([N:22]=[C:23]=[S:24])=[CH:18][CH:17]=1>C1C=CC=CC=1.CCCCC>[Cl:15][C:16]1[CH:21]=[CH:20][C:19]([NH:22][C:23]([NH:13][C:7](=[NH:14])[CH2:8][CH2:9][CH2:10][CH2:11][CH3:12])=[S:24])=[CH:18][CH:17]=1 |f:2.3,5.6,^1:0|. Procedure: Following a procedure similar to that described in Example 1 but using 3.4 g. sodium in 300 ml. dry acetone, 22.5 g. hexanamidine hydrochloride, and 25.9 g. 4-chlorophenyl isothiocyanate in 150 ml. dry acetone there was obtained 1-(4-chlorophenyl)-3-(hexanimidoyl)-2-thiourea, m.p. 100°-102° C. (from benzene-n-pentane); hydrochloride (21 g.), m.p. 175° C. (from acetonitrile). The reactants are C1(=CC=CC=C1)CCCN (3-phenylpropan-1-amine), C1N(CC2=CC=CC=C12)C(=O)NC=1C=CC(=NC1)C(=O)O (5-(isoindoline-2-carboxamido)picolinic acid), C1N(CC2=CC=CC=C12)C(=O)NC1=CC=C(C(=O)O)C=C1 (4-(isoindoline-2-carboxamido)benzoic acid). Product: O1CC(CC1)CNC(=O)C1=CC=C(C=N1)NC(=O)N1CC2=CC=CC=C2C1 (N-{6-[(tetrahydrofuran-3-ylmethyl)carbamoyl]pyridin-3-yl}-1,3-dihydro-2H-isoindole-2-carboxamide). Reaction SMILES: [C:1]1([CH2:7][CH2:8][CH2:9][NH2:10])C=CC=CC=1.[CH2:11]1[C:19]2[C:14](=[CH:15][CH:16]=[CH:17][CH:18]=2)[CH2:13][N:12]1[C:20]([NH:22][C:23]1[CH:24]=[CH:25][C:26]([C:29]([OH:31])=O)=[N:27][CH:28]=1)=[O:21].C1C2C(=CC=CC=2)CN1[C:41](NC1C=CC(C(O)=O)=CC=1)=[O:42]>>[O:42]1[CH2:1][CH2:7][CH:8]([CH2:9][NH:10][C:29]([C:26]2[N:27]=[CH:28][C:23]([NH:22][C:20]([N:12]3[CH2:11][C:19]4[C:14](=[CH:15][CH:16]=[CH:17][CH:18]=4)[CH2:13]3)=[O:21])=[CH:24][CH:25]=2)=[O:31])[CH2:41]1. Procedure: The title compound was prepared as described in Example 1C, substituting (tetrahydrofuran-3-yl)methanamine for 3-phenylpropan-1-amine and 5-(isoindoline-2-carboxamido)picolinic acid for 4-(isoindoline-2-carboxamido)benzoic acid. 1H NMR (400 MHz, DMSO-d6) δ ppm 8.87 (m, 2H), 8.78 (t, J=6.1 Hz, 1H), 8.18 (dd, J=8.5, 2.5 Hz, 1H), 7.95 (d, J=8.5 Hz, 1H), 7.42-7.26 (m, 4H), 4.81 (m, 4H), 3.75 (m, 1H), 3.70-3.56 (m, 2H), 3.47 (dd, J=8.5, 5.3 Hz, 1H), 3.27 (m, 2H), 2.53 (m, 1H), 1.91 (m, 1H), 1.61 (m, ... The product is CCOP(=O)(OCC)C(Cc1cnsn1)P(=O)(OCC)OCC. Reactants: BrCc1cnsn1, CCOP(=O)(CP(=O)(OCC)OCC)OCC, Cc1ccccc1, [H-], [H][H], [Na+], O. Reaction SMILES: [Br:22][CH2:23][c:24]1[cH:25][n:26][s:27][n:28]1.[CH2:1]([P:2]([O:3][CH2:4][CH3:5])(=[O:6])[O:7][CH2:8][CH3:9])[P:10]([O:11][CH2:12][CH3:13])(=[O:14])[O:15][CH2:16][CH3:17].[CH3:30][c:31]1[cH:32][cH:33][cH:34][cH:35][cH:36]1.[H-:18].[H:20][H:21].[Na+:19].[OH2:29]>>[CH:1]([P:2]([O:3][CH2:4][CH3:5])(=[O:6])[O:7][CH2:8][CH3:9])([P:10]([O:11][CH2:12][CH3:13])(=[O:14])[O:15][CH2:16][CH3:17])[CH2:23][c:24]1[cH:25][n:26][s:27][n:28]1.